This data is from the Open Reaction Database (ORD), a public repository of structured organic reaction records. The task is: describe an organic reaction: reactants, conditions, products, and yield The reactants are BrCCSc1cccs1, O=C([O-])[O-], CN(C)C=O, CCOC(C)=O, [K+], [K+], CCOC(=O)C1(CCCn2c(=O)cnc3ccccc32)CCNCC1, O. Yields the product CCOC(=O)C1(CCCn2c(=O)cnc3ccccc32)CCN(CCSc2cccs2)CC1. Reaction SMILES: [Br:31][CH2:32][CH2:33][S:34][c:35]1[s:36][cH:37][cH:38][cH:39]1.[C:40](=[O:41])([O-:42])[O-:43].[CH3:1][N:2]([CH3:3])[CH:4]=[O:5].[CH3:47][CH2:48][O:49][C:50](=[O:51])[CH3:52].[K+:44].[K+:45].[O:6]=[c:7]1[n:8]([CH2:17][CH2:18][CH2:19][C:20]2([C:26](=[O:27])[O:28][CH2:29][CH3:30])[CH2:21][CH2:22][NH:23][CH2:24][CH2:25]2)[c:9]2[cH:10][cH:11][cH:12][cH:13][c:14]2[n:15][cH:16]1.[OH2:46]>>[O:6]=[c:7]1[n:8]([CH2:17][CH2:18][CH2:19][C:20]2([C:26](=[O:27])[O:28][CH2:29][CH3:30])[CH2:21][CH2:22][N:23]([CH2:32][CH2:33][S:34][c:35]3[s:36][cH:37][cH:38][cH:39]3)[CH2:24][CH2:25]2)[c:9]2[cH:10][cH:11][cH:12][cH:13][c:14]2[n:15][cH:16]1. Run in C1CCOC1 (THF). Reported procedure: In a 500 ml Parr bottle, 1-(2-fluoro-4-nitrophenyl)-2,3-dihydro-1H-pyridin-4-one (Step 3, 35 g, 148.3 mmol), Pd/CaCO3 (3.5 g, 10 wt %) and acetic acid (17 ml, 297 mmol) are combined in THF (350 ml). The mixture is hydrogenated at 40° C. under 15 psi hydrogen for 6 h at which time the reaction is complete by HPLC. The reaction mixture is filtered through a GF/F filter and the catalyst cake washed with THF (350 ml). The filtrate is partitioned between 500 ml of NaHCO3 and 500 ml of ethyl acetate. ... Reaction SMILES: [F:1][C:2]1[CH:7]=[C:6]([N+:8]([O-])=O)[CH:5]=[CH:4][C:3]=1[N:11]1[CH:16]=[CH:15][C:14](=[O:17])[CH2:13][CH2:12]1.C(O)(=O)C.[H][H]>C1COCC1.[Pd].C([O-])([O-])=O.[Ca+2]>[NH2:8][C:6]1[CH:5]=[CH:4][C:3]([N:11]2[CH:12]=[CH:13][C:14](=[O:17])[CH2:15][CH2:16]2)=[C:2]([F:1])[CH:7]=1 |f:4.5.6|. Yields the product NC1=CC(=C(C=C1)N1CCC(C=C1)=O)F (1-(4-amino-2-fluorophenyl)-2,3-dihydro-1H-pyridin-4-one). The reactants are FC1=C(C=CC(=C1)[N+](=O)[O-])N1CCC(C=C1)=O (1-(2-fluoro-4-nitrophenyl)-2,3-dihydro-1H-pyridin-4-one), C(C)(=O)O (acetic acid), [H][H] (hydrogen). The reagents and catalysts are [Pd].C(=O)([O-])[O-].[Ca+2] (Pd CaCO3).